From a dataset of the Open Reaction Database (ORD), a public repository of structured organic reaction records. describe an organic reaction: reactants, conditions, products, and yield Starting materials: CCO, Cl, CC(C)CS(=O)(=O)NCc1nc(NCC(c2ccccc2)c2ccccc2)c2ncn(C3CCCCO3)c2n1. Product: Cl, CC(C)CS(=O)(=O)NCc1nc(NCC(c2ccccc2)c2ccccc2)c2nc[nH]c2n1. Reaction SMILES: [CH3:41][CH2:42][OH:43].[ClH:40].[c:1]1([CH:7]([CH2:8][NH:9][c:10]2[c:11]3[n:12][cH:13][n:14]([CH:28]4[CH2:29][CH2:30][CH2:31][CH2:32][O:33]4)[c:15]3[n:16][c:17]([CH2:19][NH:20][S:21](=[O:22])(=[O:23])[CH2:24][CH:25]([CH3:26])[CH3:27])[n:18]2)[c:34]2[cH:35][cH:36][cH:37][cH:38][cH:39]2)[cH:2][cH:3][cH:4][cH:5][cH:6]1>>[ClH:40].[c:1]1([CH:7]([CH2:8][NH:9][c:10]2[c:11]3[n:12][cH:13][nH:14][c:15]3[n:16][c:17]([CH2:19][NH:20][S:21](=[O:22])(=[O:23])[CH2:24][CH:25]([CH3:26])[CH3:27])[n:18]2)[c:34]2[cH:35][cH:36][cH:37][cH:38][cH:39]2)[cH:2][cH:3][cH:4][cH:5][cH:6]1. Reactants: FC1=CC=C(N)C=C1 (4-fluoroaniline), CC=1C(=NC(=NC1C)N1C(C2=CC=CC=C2CC1)C)Cl (5,6-dimethyl-2-(1-methyl-1,2,3,4-tetrahydroisoquinolin-2-yl)-4-chloropyrimidine). Run in CN(C=O)C (dimethylformamide). Yields the product Cl.CC=1C(=NC(=NC1C)N1C(C2=CC=CC=C2CC1)C)NC1=CC=C(C=C1)F (5,6-dimethyl-4-(4-fluorophenylamino)-2-(1-methyl-1,2,3,4-tetrahydroisoquinolin-2-yl)pyrimidine hydrochloride). Isolated yield 51.8%. As a reaction SMILES: [F:1][C:2]1[CH:8]=[CH:7][C:5]([NH2:6])=[CH:4][CH:3]=1.[CH3:9][C:10]1[C:11]([Cl:28])=[N:12][C:13]([N:17]2[CH2:26][CH2:25][C:24]3[C:19](=[CH:20][CH:21]=[CH:22][CH:23]=3)[CH:18]2[CH3:27])=[N:14][C:15]=1[CH3:16]>CN(C)C=O>[ClH:28].[CH3:9][C:10]1[C:11]([NH:6][C:5]2[CH:7]=[CH:8][C:2]([F:1])=[CH:3][CH:4]=2)=[N:12][C:13]([N:17]2[CH2:26][CH2:25][C:24]3[C:19](=[CH:20][CH:21]=[CH:22][CH:23]=3)[CH:18]2[CH3:27])=[N:14][C:15]=1[CH3:16] |f:3.4|. Reported procedure: After 4-fluoroaniline(0.6 ml, 6.3 mmol) was added to a mixture solution of 5,6-dimethyl-2-(1-methyl-1,2,3,4-tetrahydroisoquinolin-2-yl)-4-chloropyrimidine(0.85 g, 3.0 mmol) and dimethylformamide(10 ml), 0.62 g of the titled compound was obtained in accordance with the same procedure as in Step 4 of Example 57. Reactants: OC(C)(C)C1=CC=C(C=C1)C(C)(OC=C)C (1-(1-hydroxy-1-methylethyl)-4-(1-methyl-1-vinyloxyethyl)benzene), di-μ-chlorobis(1,5-cyclooctadiene)diiridium(I) [Ir(cod)Cl]2, C([O-])([O-])=O.[Na+].[Na+] (sodium carbonate), CC(O)(C1=CC=C(C=C1)C(O)(C)C)C (α,α,α′,α′-tetramethyl-1,4-benzenedimethanol), C(C)(=O)OC=C (vinyl acetate). Run in C1(=CC=CC=C1)C (toluene). Reaction conditions: temperature 100 celsius, time 6 hour. Product: CC(C)(OC=C)C1=CC=C(C=C1)C(C)(C)OC=C (1,4-bis(1-methyl-1-vinyloxyethyl)benzene). As a reaction SMILES: C(=O)([O-])[O-].[Na+].[Na+].[CH3:7][C:8](C)(C1C=CC(C(C)(C)O)=CC=1)O.C(OC=C)(=O)C.[OH:27][C:28]([C:31]1[CH:36]=[CH:35][C:34]([C:37]([CH3:42])([O:39][CH:40]=[CH2:41])[CH3:38])=[CH:33][CH:32]=1)([CH3:30])[CH3:29]>C1(C)C=CC=CC=1>[CH3:38][C:37]([C:34]1[CH:35]=[CH:36][C:31]([C:28]([O:27][CH:7]=[CH2:8])([CH3:30])[CH3:29])=[CH:32][CH:33]=1)([O:39][CH:40]=[CH2:41])[CH3:42] |f:0.1.2|. Reported procedure: To a mixture of di-μ-chlorobis(1,5-cyclooctadiene)diiridium(I) [Ir(cod)Cl]2 (67 mg, 0.1 mmol) and sodium carbonate (640 mg, 6 mmol) in toluene (5 ml) were added α,α,α′,α′-tetramethyl-1,4-benzenedimethanol (5 mmol) and vinyl acetate (2.15 g, 25 mmol), followed by stirring at 100° C. in an atmosphere of argon gas for 6 hours. The reaction mixture was analyzed by gas chromatography to find that 1-(1-hydroxy-1-methylethyl)-4-(1-methyl-1-vinyloxyethyl)benzene and 1,4-bis(1-methyl-1-vinyloxyethyl)benz... Reactants: CN1C=C(C2=CC=CC=C12)C=1C(OC(C1C1=C(N(C2=CC=CC=C12)C)SC)=O)=O (3-(1-methyl-3-indolyl)-4-[1-methyl-2-(methylthio)-3-indolyl]furan-2,5-dione), CN(C)C=O (DMF). The solvent is N (ammonia). Yields the product CN1C=C(C2=CC=CC=C12)C=1C(NC(C1C1=C(N(C2=CC=CC=C12)C)SC)=O)=O (3-(1-methyl-3-indolyl)-4-[1-methyl-2-(methylthio)-3-indolyl]-1H-pyrrole-2,5-dione). RXN SMILES: [CH3:1][N:2]1[C:10]2[C:5](=[CH:6][CH:7]=[CH:8][CH:9]=2)[C:4]([C:11]2[C:12](=[O:29])[O:13][C:14](=O)[C:15]=2[C:16]2[C:24]3[C:19](=[CH:20][CH:21]=[CH:22][CH:23]=3)[N:18]([CH3:25])[C:17]=2[S:26][CH3:27])=[CH:3]1.C[N:31](C=O)C>N>[CH3:1][N:2]1[C:10]2[C:5](=[CH:6][CH:7]=[CH:8][CH:9]=2)[C:4]([C:11]2[C:12](=[O:29])[NH:31][C:14](=[O:13])[C:15]=2[C:16]2[C:24]3[C:19](=[CH:20][CH:21]=[CH:22][CH:23]=3)[N:18]([CH3:25])[C:17]=2[S:26][CH3:27])=[CH:3]1. Reported procedure: A solution of 804 mg of 3-(1-methyl-3-indolyl)-4-[1-methyl-2-(methylthio)-3-indolyl]furan-2,5-dione in 12 ml of DMF and 50 ml of 33% aqueous ammonia was heated to 130° C. for 2 hours. The product was filtered off and dried to give 675 mg of 3-(1-methyl-3-indolyl)-4-[1-methyl-2-(methylthio)-3-indolyl]-1H-pyrrole-2,5-dione, m.p. 281°-283° C. Run in O (water), CC(=O)C (acetone). Procedure details: A mixture of 7β-amino-3-(2-methyl-1-pyrazolio)methyl-3-cephem-4-carboxylate hydrochloride hydroiodide (10 g) in water (70 ml) and acetone (130 ml) was stirred at 0°-5° C. for 1.5 hours. The precipitates crystallized out of the solution were collected by filtration, washed with a mixture of acetone (24 ml) and water (6 ml) and then acetone to give 7β-amino-3-(2-methyl-1-pyrazolio)methyl-3-cephem-4-carboxylate hydrochloride.tetrahydrate (6.6 g). Product: Cl.N[C@H]1[C@@H]2N(C(=C(CS2)C[N+]=2N(C=CC2)C)C(=O)[O-])C1=O (7β-amino-3-(2-methyl-1-pyrazolio)methyl-3-cephem-4-carboxylate hydrochloride). Reactants: I.Cl.N[C@H]1[C@@H]2N(C(=C(CS2)C[N+]=2N(C=CC2)C)C(=O)[O-])C1=O (7β-amino-3-(2-methyl-1-pyrazolio)methyl-3-cephem-4-carboxylate hydrochloride hydroiodide). As a reaction SMILES: I.[ClH:2].[NH2:3][C@@H:4]1[C:21](=[O:22])[N:6]2[C:7]([C:18]([O-:20])=[O:19])=[C:8]([CH2:11][N+:12]3[N:13]([CH3:17])[CH:14]=[CH:15][CH:16]=3)[CH2:9][S:10][C@H:5]12>O.CC(C)=O>[ClH:2].[NH2:3][C@@H:4]1[C:21](=[O:22])[N:6]2[C:7]([C:18]([O-:20])=[O:19])=[C:8]([CH2:11][N+:12]3[N:13]([CH3:17])[CH:14]=[CH:15][CH:16]=3)[CH2:9][S:10][C@H:5]12 |f:0.1.2,5.6|. Run at time 1.5 hour. The reactants are C(=O)(OC)C1=C(C(=O)NN(C(=S)NC2=CC=CC=C2)C)C=CC=C1 (1-(2-carbomethoxybenzoyl)-2-methyl-4-phenyl-3-thiosemicarbazide), C(C)(C)(C)N (tert-butylamine), C(C)(C)O (isopropyl alcohol). Reaction conditions: time 17 hour. Product: C(=O)(OC(C)C)C1=C(C(=O)NN(C(=S)NC2=CC=CC=C2)C)C=CC=C1 (1-(2-Carboisopropoxybenzoyl)-2-methyl-4-phenyl-3-thiosemicarbazide). Reaction SMILES: [C:1]([C:5]1[CH:24]=[CH:23][CH:22]=[CH:21][C:6]=1[C:7]([NH:9][N:10]([CH3:20])[C:11]([NH:13][C:14]1[CH:19]=[CH:18][CH:17]=[CH:16][CH:15]=1)=[S:12])=[O:8])(OC)=[O:2].C(N)(C)(C)C.[CH:30]([OH:33])([CH3:32])[CH3:31]>>[C:1]([C:5]1[CH:24]=[CH:23][CH:22]=[CH:21][C:6]=1[C:7]([NH:9][N:10]([CH3:20])[C:11]([NH:13][C:14]1[CH:15]=[CH:16][CH:17]=[CH:18][CH:19]=1)=[S:12])=[O:8])([O:33][CH:30]([CH3:32])[CH3:31])=[O:2]. Reported procedure: To a solution of 5.0 g (0.014 mole) of 1-(2-carbomethoxybenzoyl)-2-methyl-4-phenyl-3-thiosemicarbazide in 75 ml of isopropyl alcohol was added 1.0 g (0.014 mole) of tert-butylamine and the solution was stirred at room temperature for 16-18 hours. Most of the isopropyl alcohol was removed at reduced pressure, and water was added and the resulting precipitate was collected. The title compound thus produced had a melting point of 115°-117°. The reactants are Cc1cccc(C(C)(C)C)c1O, COCCOC, [H-], [Na+], O=C=O. The product is Cc1cc(C(=O)O)cc(C(C)(C)C)c1O. As a reaction SMILES: [C:3]([CH3:4])([CH3:5])([CH3:6])[c:7]1[c:8]([OH:14])[c:9]([CH3:13])[cH:10][cH:11][cH:12]1.[CH3:18][O:19][CH2:20][CH2:21][O:22][CH3:23].[H-:1].[Na+:2].[O:15]=[C:16]=[O:17]>>[C:3]([CH3:4])([CH3:5])([CH3:6])[c:7]1[c:8]([OH:14])[c:9]([CH3:13])[cH:10][c:11]([C:16](=[O:15])[OH:17])[cH:12]1. Starting materials: CC(C)(C)C(=O)Cl, Cl, Nc1ccc(Cl)cc1, c1ccncc1. Yields the product CC(C)(C)C(=O)Nc1ccc(Cl)cc1. RXN SMILES: [C:9]([C:10]([CH3:11])([CH3:12])[CH3:13])(=[O:14])[Cl:15].[ClH:16].[NH2:1][c:2]1[cH:3][cH:4][c:5]([Cl:6])[cH:7][cH:8]1.[cH:17]1[cH:18][cH:19][n:20][cH:21][cH:22]1>>[NH:1]([c:2]1[cH:3][cH:4][c:5]([Cl:6])[cH:7][cH:8]1)[C:9]([C:10]([CH3:11])([CH3:12])[CH3:13])=[O:14]. The reactants are C1(=CC=CC=C1)S(=O)(=O)C1=CC(=C(OC[C@H]2OC(CC2)(C)C)C=C1)Br (4-(S)-(4-benzenesulfonyl-2-bromo-phenoxymethyl)-2,2-dimethyl-[3,3]dioxolan), C1(=CC=C(C=C1)S(=O)(=O)[O-])C (toluene-4-sulfonate). Solvent: CC(=O)C (acetone), O (water). Product: C1(=CC=CC=C1)S(=O)(=O)C1=CC(=C(OC[C@@H](CO)O)C=C1)Br (3-(4-benzenesulfonyl-2-bromo-phenoxy)-propane 1-2-(R)-diol). RXN SMILES: [C:1]1([S:7]([C:10]2[CH:24]=[CH:23][C:13]([O:14][CH2:15][C@@H:16]3[CH2:20]CC(C)(C)[O:17]3)=[C:12]([Br:25])[CH:11]=2)(=[O:9])=[O:8])[CH:6]=[CH:5][CH:4]=[CH:3][CH:2]=1.C1(C)C=CC(S([O-])(=O)=[O:33])=CC=1>CC(C)=O.O>[C:1]1([S:7]([C:10]2[CH:24]=[CH:23][C:13]([O:14][CH2:15][C@H:16]([OH:17])[CH2:20][OH:33])=[C:12]([Br:25])[CH:11]=2)(=[O:9])=[O:8])[CH:6]=[CH:5][CH:4]=[CH:3][CH:2]=1. Procedure: A solution of 4-(S)-(4-benzenesulfonyl-2-bromo-phenoxymethyl)-2,2-dimethyl-[3,3]dioxolan (1.07 g, 0.0025 mol) and pyridinum toluene-4-sulfonate (0.38 g, 0.0015 mol) in acetone (20 mL) and water (5 mL) was heated under reflux for 12 hours. The solvent was removed under reduced pressure. The oily residue was dissolved in ethyl acetate (100 mL), washed with cold 10% aqueous hydrochloric acid, saturated sodium bicarbonate, dried (Na2SO4) and concentrated in vacuo. Recrystallization of the residue (d... Starting materials: CCN(C(C)C)C(C)C (DIPEA), C1=CC=C(C=C1)OP(=O)(N=[N+]=[N-])OC2=CC=CC=C2 (diphenylphosphonic azide), C(C)(C)(C)OC(=O)C1=C(C=CC=C1)C1=CC=C(C=C1)CN1C(=NC2=C1C=C(C=C2C)C(=O)O)CCC (3-(2′-t-butoxycarbonylbiphenyl-4-ylmethyl)-7-methyl-2-propyl-3H-benzoimidazole-5-carboxylic acid). Solvent: CN(C)C=O (DMF), [Na+].[Cl-] (NaCl). Reaction conditions: time 16 hour. The product is C(C)(C)(C)OC(=O)C=1C(=CC=CC1)C1=CC=C(C=C1)CN1C(=NC2=C1C=C(C=C2C)C(=O)N=[N+]=[N-])CCC (4′-(6-Azidocarbonyl-4-methyl-2-propylbenzoimidazol-1-ylmethyl)biphenyl-2-carboxylic acid t-butyl ester). RXN SMILES: CCN(C(C)C)C(C)C.C1C=CC(OP(OC2C=CC=CC=2)([N:19]=[N+:20]=[N-:21])=O)=CC=1.[C:29]([O:33][C:34]([C:36]1[CH:41]=[CH:40][CH:39]=[CH:38][C:37]=1[C:42]1[CH:47]=[CH:46][C:45]([CH2:48][N:49]2[C:53]3[CH:54]=[C:55]([C:59](O)=[O:60])[CH:56]=[C:57]([CH3:58])[C:52]=3[N:51]=[C:50]2[CH2:62][CH2:63][CH3:64])=[CH:44][CH:43]=1)=[O:35])([CH3:32])([CH3:31])[CH3:30]>CN(C=O)C.[Na+].[Cl-]>[C:29]([O:33][C:34]([C:36]1[C:37]([C:42]2[CH:43]=[CH:44][C:45]([CH2:48][N:49]3[C:53]4[CH:54]=[C:55]([C:59]([N:19]=[N+:20]=[N-:21])=[O:60])[CH:56]=[C:57]([CH3:58])[C:52]=4[N:51]=[C:50]3[CH2:62][CH2:63][CH3:64])=[CH:46][CH:47]=2)=[CH:38][CH:39]=[CH:40][CH:41]=1)=[O:35])([CH3:30])([CH3:32])[CH3:31] |f:4.5|. Procedure details: DIPEA (0.43 mL, 25 mmol) and diphenylphosphonic azide (489 μL, 2.3 mmol) were added to a solution of 3-(2′-t-butoxycarbonylbiphenyl-4-ylmethyl)-7-methyl-2-propyl-3H-benzoimidazole-5-carboxylic acid (1.0 g, 2.1 mmol; prepared as described in Preparation 3) in DMF (15 mL). The mixture was stirred at room temperature for 16 hours, diluted with saturated aqueous NaCl (100 mL), then extracted with EtOAc (200 mL). The organic layer was evaporated to dryness to yield crude Intermediate (10a). MS m/z: [...